describe an organic reaction: reactants, conditions, products, and yield From a dataset of the Open Reaction Database (ORD), a public repository of structured organic reaction records. The reactants are COC1=C(C=C(C(=O)C2=CC(=C(C=C2)OC)C(=O)OC)C=C1)C(=O)OC (4,4′-Dimethoxy-3,3′-bis(methoxycarbonyl)benzophenone), [Br-].C(CCCCC)[P+](C1=CC=CC=C1)(C1=CC=CC=C1)C1=CC=CC=C1 (n-Hexyltriphenylphosphonium bromide), C1=CC=CC=C1 (benzene), C[Si](C)(C)[N-][Si](C)(C)C.[Na+] (Sodium bis(trimethylsilyl)amide). Solvent: C1CCOC1 (THF), C1CCOC1 (THF). Reaction conditions: temperature 0 celsius, time 30 minute. The product is CCCCCC=C(C1=CC(=C(C=C1)OC)C(=O)OC)C2=CC(=C(C=C2)OC)C(=O)OC (4′,4″-Dimethoxy-3′,3″-bis(methoxycarbonyl)-1,1-diphenyl-1-heptene). Isolated yield 45.7%. Reaction SMILES: [Br-].[CH2:2]([P+](C1C=CC=CC=1)(C1C=CC=CC=1)C1C=CC=CC=1)[CH2:3][CH2:4][CH2:5][CH2:6][CH3:7].C1C=CC=CC=1.C[Si]([N-][Si](C)(C)C)(C)C.[Na+].[CH3:43][O:44][C:45]1[CH:64]=[CH:63][C:48]([C:49]([C:51]2[CH:56]=[CH:55][C:54]([O:57][CH3:58])=[C:53]([C:59]([O:61][CH3:62])=[O:60])[CH:52]=2)=O)=[CH:47][C:46]=1[C:65]([O:67][CH3:68])=[O:66]>C1COCC1>[CH3:2][CH2:3][CH2:4][CH2:5][CH2:6][CH:7]=[C:49]([C:51]1[CH:56]=[CH:55][C:54]([O:57][CH3:58])=[C:53]([C:59]([O:61][CH3:62])=[O:60])[CH:52]=1)[C:48]1[CH:63]=[CH:64][C:45]([O:44][CH3:43])=[C:46]([C:65]([O:67][CH3:68])=[O:66])[CH:47]=1 |f:0.1,3.4|. Reported procedure: n-Hexyltriphenylphosphonium bromide (0.427 g, 1 mmol) was dried by azeotropic distillation from a benzene solution and then stirred in dry THF (10 mL) under nitrogen atmosphere. Sodium bis(trimethylsilyl)amide (1 M in THF, 1 mL, 1 mmol) was added and the ylide produced was stirred under nitrogen at 0° C. for 30 min. Intermediate 35 (0.276 g, 0.77 mmol) was added as a solution in THF (10 mL) under nitrogen. The mixture was stirred at rt overnight and partitioned between 1 N HCl (100 mL) and ethyl...